This data is from the Open Reaction Database (ORD), a public repository of structured organic reaction records. The task is: describe an organic reaction: reactants, conditions, products, and yield Starting materials: BrC=1N=C2C(=NC1)N(C=C2)S(=O)(=O)C2=CC=C(C)C=C2 (2-bromo-5-tosyl-5H-pyrrolo[2,3-b]pyrazine), TEA, CO (MeOH), CN(C)C=O (DMF), [C]=O (carbon monoxide), dichlorobis(triphenylphosphine) palladium. Reagents/catalysts: Cl[Pd]([P](C1=CC=CC=C1)(C2=CC=CC=C2)C3=CC=CC=C3)([P](C4=CC=CC=C4)(C5=CC=CC=C5)C6=CC=CC=C6)Cl (dichlorobis(triphenylphosphine)palladium). Run at temperature 65 celsius, time 10 minute. Product: S(=O)(=O)(C1=CC=C(C)C=C1)N1C=CC=2C1=NC=C(N2)C(=O)OC (methyl 5-tosyl-5H-pyrrolo[2,3-b]pyrazine-2-carboxylate). Reaction SMILES: Br[C:2]1[N:3]=[C:4]2[CH:10]=[CH:9][N:8]([S:11]([C:14]3[CH:20]=[CH:19][C:17]([CH3:18])=[CH:16][CH:15]=3)(=[O:13])=[O:12])[C:5]2=[N:6][CH:7]=1.[CH3:21][OH:22].[C]=O.CN([CH:28]=[O:29])C>Cl[Pd](Cl)([P](C1C=CC=CC=1)(C1C=CC=CC=1)C1C=CC=CC=1)[P](C1C=CC=CC=1)(C1C=CC=CC=1)C1C=CC=CC=1>[S:11]([N:8]1[C:5]2=[N:6][CH:7]=[C:2]([C:21]([O:29][CH3:28])=[O:22])[N:3]=[C:4]2[CH:10]=[CH:9]1)([C:14]1[CH:20]=[CH:19][C:17]([CH3:18])=[CH:16][CH:15]=1)(=[O:13])=[O:12] |^3:22,^1:32,51|. Reported procedure: To a solution of 2-bromo-5-tosyl-5H-pyrrolo[2,3-b]pyrazine (5.00 g, 14.2 mmol) in DMF (64 mL) were added dichlorobis(triphenylphosphine)palladium (0.60 g, 0.86 mmol), TEA (5.9 mL, 43 mmol), and MeOH (17 mL, 420 mmol). The reaction flask was fitted with a balloon filled with carbon monoxide. The flask was evacuated and back-filled with carbon monoxide twice and the mixture was heated at about 65° C. for about 3 h. Additional dichlorobis(triphenylphosphine) palladium (0.60 g, 0.86 mmol) was added ...